From a dataset of the Open Reaction Database (ORD), a public repository of structured organic reaction records. describe an organic reaction: reactants, conditions, products, and yield Reactants: ClC=1C2=C(N=CN1)SC1=C2CCN(C1)C(=O)OC(C)(C)C (tert-Butyl 4-chloro-5,8-dihydropyrido[4′,3′:4,5]thieno[2,3-d]pyrimidine-7(6H)-carboxylate), NC=1C=C(C=CC1Cl)O (3-amino-4-chlorophenol). The product is Cl.ClC1=C(C=C(C=C1)O)NC=1C2=C(N=CN1)SC1=C2CCNC1 (4-Chloro-3-(5,6,7,8-tetrahydropyrido[4′,3′:4,5]thieno[2,3-d]pyrimidin-4-ylamino)phenol hydrochloride). As a reaction SMILES: [Cl:1][C:2]1[C:3]2[C:10]3[CH2:11][CH2:12][N:13](C(OC(C)(C)C)=O)[CH2:14][C:9]=3[S:8][C:4]=2[N:5]=[CH:6][N:7]=1.[NH2:22][C:23]1[CH:24]=[C:25]([OH:30])[CH:26]=[CH:27][C:28]=1[Cl:29]>>[ClH:1].[Cl:29][C:28]1[CH:27]=[CH:26][C:25]([OH:30])=[CH:24][C:23]=1[NH:22][C:2]1[C:3]2[C:10]3[CH2:11][CH2:12][NH:13][CH2:14][C:9]=3[S:8][C:4]=2[N:5]=[CH:6][N:7]=1 |f:2.3|. Reported procedure: The title compound was prepared in analogy to Example 65A from tert-butyl 4-chloro-5,8-dihydropyrido[4′,3′:4,5]thieno[2,3-d]pyrimidine-7(6H)-carboxylate from Example 11A (2.16 g, 6.63 mmol) and 3-amino-4-chlorophenol (1.00 g, 6.97 mmol) to yield 2.26 g (87%). The reactants are COc1cc2ncnc(Nc3ccccc3)c2cc1OC(C)=O, CO, [NH4+], [OH-]. Yields the product COc1cc2ncnc(Nc3ccccc3)c2cc1O. RXN SMILES: [C:1](=[O:2])([CH3:3])[O:4][c:5]1[cH:6][c:7]2[c:8]([NH:17][c:18]3[cH:19][cH:20][cH:21][cH:22][cH:23]3)[n:9][cH:10][n:11][c:12]2[cH:13][c:14]1[O:15][CH3:16].[CH3:26][OH:27].[NH4+:25].[OH-:24]>>[OH:4][c:5]1[cH:6][c:7]2[c:8]([NH:17][c:18]3[cH:19][cH:20][cH:21][cH:22][cH:23]3)[n:9][cH:10][n:11][c:12]2[cH:13][c:14]1[O:15][CH3:16]. Product: CS(=O)(=O)C1=CC=C(C=C1)C1=C(N=C(S1)NC(NCC(=O)O)=O)C ({3-[5-(4-Methanesulfonyl-phenyl)-4-methyl-thiazol-2-yl]-ureido}-acetic acid). Reaction conditions: time 18 hour. Reported procedure: Aqueous sodium hydroxide (2M, 0.5 ml) is added to a stirred solution of {3-[5-(4-methanesulfonyl-phenyl)-4-methyl-thiazol-2-yl]-ureido}-acetic acid ethyl ester (Example 60) (0.14 g, 0.00035 mmol) in methanol (2 ml). After stirring at room temperature for 18 hours the solvent is removed and dilute HCl is added. The resulting yellow solid is removed by filtration and recrystallised from ethanol to afford the title compound. MH+ 370.0 The reactants are [OH-].[Na+] (sodium hydroxide), C(C)OC(CNC(=O)NC=1SC(=C(N1)C)C1=CC=C(C=C1)S(=O)(=O)C)=O ({3-[5-(4-methanesulfonyl-phenyl)-4-methyl-thiazol-2-yl]-ureido}-acetic acid ethyl ester). As a reaction SMILES: [OH-].[Na+].C([O:5][C:6](=[O:28])[CH2:7][NH:8][C:9]([NH:11][C:12]1[S:13][C:14]([C:18]2[CH:23]=[CH:22][C:21]([S:24]([CH3:27])(=[O:26])=[O:25])=[CH:20][CH:19]=2)=[C:15]([CH3:17])[N:16]=1)=[O:10])C>CO>[CH3:27][S:24]([C:21]1[CH:22]=[CH:23][C:18]([C:14]2[S:13][C:12]([NH:11][C:9](=[O:10])[NH:8][CH2:7][C:6]([OH:28])=[O:5])=[N:16][C:15]=2[CH3:17])=[CH:19][CH:20]=1)(=[O:25])=[O:26] |f:0.1|. The solvent is CO (methanol). Reactants: C(C1=CC=CC=C1)OC(=O)N[C@H](C(=O)O)CC(F)(F)F ((S)-2-Benzyloxycarbonylamino-4,4,4-trifluoro-butyric acid), C(CC)OC(=O)N1CCNCC1 (1-propoxycarbonylpiperazine), C(C)N1CCOCC1 (N-ethylmorpholine), [B-](F)(F)(F)F.CCOC(=O)C(=NOC(=[N+](C)C)N(C)C)C#N (TOTU). Solvent: C(C)(=O)OCC (ethyl acetate), CN(C)C=O (DMF). Conditions: time 12 hour. Product: C(CC)OC(=O)N1CCN(CC1)C([C@H](CC(F)(F)F)NC(=O)OCC1=CC=CC=C1)=O (4-((S)-2-Benzyloxycarbonylamino-4,4,4-trifluoro-butyryl)-piperazine-1-carboxylic acid propyl ester). Reaction SMILES: [CH2:1]([O:8][C:9]([NH:11][C@@H:12]([CH2:16][C:17]([F:20])([F:19])[F:18])[C:13]([OH:15])=O)=[O:10])[C:2]1[CH:7]=[CH:6][CH:5]=[CH:4][CH:3]=1.[CH2:21]([O:24][C:25]([N:27]1[CH2:32][CH2:31][NH:30][CH2:29][CH2:28]1)=[O:26])[CH2:22][CH3:23].C(N1CCOCC1)C.[B-](F)(F)(F)F.CCOC(C(C#N)=NOC(N(C)C)=[N+](C)C)=O>CN(C=O)C.C(OCC)(=O)C>[CH2:21]([O:24][C:25]([N:27]1[CH2:32][CH2:31][N:30]([C:13](=[O:15])[C@@H:12]([NH:11][C:9]([O:8][CH2:1][C:2]2[CH:3]=[CH:4][CH:5]=[CH:6][CH:7]=2)=[O:10])[CH2:16][C:17]([F:20])([F:19])[F:18])[CH2:29][CH2:28]1)=[O:26])[CH2:22][CH3:23] |f:3.4|. Procedure: To a solution of 118 mg (S)-2-Benzyloxycarbonylamino-4,4,4-trifluoro-butyric acid in 2 ml DMF were added 70 mg 1-propoxycarbonylpiperazine, 0.18 ml N-ethylmorpholine and 238 mg TOTU. After stirring for 12 h it was diluted with ethyl acetate and extracted with aqueous LiCl (4% w/w), aqueous NaHCO3, 0.1 M HCl and brine. The organic layer was dried over MgSO4 and concentrated to furnish the crude coupling product which was used without further purification in the next step. The reactants are CCOC(=O)CBr, CCOC(=O)c1c(O)c2ccccc2n1C. Yields the product CCOC(=O)COc1c(C(=O)OCC)n(C)c2ccccc12. Reaction SMILES: [Br:17][CH2:18][C:19](=[O:20])[O:21][CH2:22][CH3:23].[CH2:1]([CH3:2])[O:3][C:4](=[O:5])[c:6]1[n:7]([CH3:16])[c:8]2[cH:9][cH:10][cH:11][cH:12][c:13]2[c:14]1[OH:15]>>[CH2:1]([CH3:2])[O:3][C:4](=[O:5])[c:6]1[n:7]([CH3:16])[c:8]2[cH:9][cH:10][cH:11][cH:12][c:13]2[c:14]1[O:15][CH2:18][C:19](=[O:20])[O:21][CH2:22][CH3:23]. The reactants are 1,3-bis-(2,4,6-trimethylphenyl-2-imidazolidinylidene)dichloro(phenylmethylene)-(tricyclohexylphosphine)ruthenium, COC1=C(CN(C(=O)[C@@H](CC=C)NC(OCC2=CC=CC=C2)=O)CC(=C)C2=CC=CC=C2)C=CC(=C1)OC (benzyl (1R)-1-{[(2,4-dimethoxybenzyl)(2-phenylprop-2-enyl)amino]carbonyl}but-3-enylcarbamate). Reagents/catalysts: Cl[Ru]([P](C1CCCCC1)(C2CCCCC2)C3CCCCC3)(=CC4=CC=CC=C4)(Cl)=C5N(C6=C(C)C=C(C)C=C6C)CCN5C7=C(C)C=C(C)C=C7C (Grubbs second generation). Run in ClCCl (dichloromethane). Conditions: temperature 40 celsius, time 40 hour. Yields the product COC1=C(CN2C([C@@H](CC=C(C2)C2=CC=CC=C2)NC(OCC2=CC=CC=C2)=O)=O)C=CC(=C1)OC (Benzyl (3R)-1-(2,4-dimethoxybenzyl)-2-oxo-6-phenyl-2,3,4,7-tetrahydro-1H-azepin-3-ylcarbamate). The yield is 52.3%. RXN SMILES: [CH3:1][O:2][C:3]1[CH:36]=[C:35]([O:37][CH3:38])[CH:34]=[CH:33][C:4]=1[CH2:5][N:6]([CH2:24][C:25]([C:27]1[CH:32]=[CH:31][CH:30]=[CH:29][CH:28]=1)=[CH2:26])[C:7]([C@H:9]([NH:13][C:14](=[O:23])[O:15][CH2:16][C:17]1[CH:22]=[CH:21][CH:20]=[CH:19][CH:18]=1)[CH2:10]C=C)=[O:8]>Cl[Ru](=C1N(C2C(C)=CC(C)=CC=2C)CCN1C1C(C)=CC(C)=CC=1C)(Cl)(=CC1C=CC=CC=1)[P](C1CCCCC1)(C1CCCCC1)C1CCCCC1.ClCCl>[CH3:1][O:2][C:3]1[CH:36]=[C:35]([O:37][CH3:38])[CH:34]=[CH:33][C:4]=1[CH2:5][N:6]1[CH2:24][C:25]([C:27]2[CH:32]=[CH:31][CH:30]=[CH:29][CH:28]=2)=[CH:26][CH2:10][C@@H:9]([NH:13][C:14](=[O:23])[O:15][CH2:16][C:17]2[CH:18]=[CH:19][CH:20]=[CH:21][CH:22]=2)[C:7]1=[O:8] |^1:71|. Reported procedure: [1,3-bis-(2,4,6-trimethylphenyl-2-imidazolidinylidene)dichloro(phenylmethylene)-(tricyclohexylphosphine)ruthenium] (Grubbs second generation catalyst) (0.68 g, 0.79 mmol) was added to a solution of benzyl (1R)-1-{[(2,4-dimethoxybenzyl)(2-phenylprop-2-enyl)amino]carbonyl}but-3-enylcarbamate (2.02 g, 3.93 mmol) in dichloromethane (395 mL) and heated to 40° C. After 40 h, the mixture was allowed to cool to ambient temperature and concentrated. Purification by silica gel chromatography (5% ethyl ace... Starting materials: CC(C)(C)OC(=O)N(Cc1ccc2c(c1)OCCO2)C1CCNCC1, CC(=O)O[BH-](OC(C)=O)OC(C)=O, COc1ccc2c(C)cc(=O)n(CC=O)c2c1, CCOC(C)=O, CC(=O)O, ClCCl, [Na+], O. The product is COc1ccc2c(C)cc(=O)n(CCN3CCC(N(Cc4ccc5c(c4)OCCO5)C(=O)OC(C)(C)C)CC3)c2c1. Reaction SMILES: [C:21]([CH3:22])([CH3:23])([CH3:24])[O:25][C:26]([N:27]([CH:28]1[CH2:29][CH2:30][NH:31][CH2:32][CH2:33]1)[CH2:34][c:35]1[cH:36][c:37]2[c:38]([cH:43][cH:44]1)[O:39][CH2:40][CH2:41][O:42]2)=[O:45].[C:46]([O:47][BH-:48]([O:49][C:50](=[O:51])[CH3:52])[O:53][C:54](=[O:55])[CH3:56])(=[O:57])[CH3:58].[CH3:4][O:5][c:6]1[cH:7][cH:8][c:9]2[c:10]([CH3:20])[cH:11][c:12](=[O:19])[n:13]([CH2:16][CH:17]=[O:18])[c:14]2[cH:15]1.[CH3:60][CH2:61][O:62][C:63](=[O:64])[CH3:65].[CH3:67][C:68](=[O:69])[OH:70].[Cl:1][CH2:2][Cl:3].[Na+:59].[OH2:66]>>[CH3:4][O:5][c:6]1[cH:7][cH:8][c:9]2[c:10]([CH3:20])[cH:11][c:12](=[O:19])[n:13]([CH2:16][CH2:17][N:31]3[CH2:30][CH2:29][CH:28]([N:27]([C:26]([O:25][C:21]([CH3:22])([CH3:23])[CH3:24])=[O:45])[CH2:34][c:35]4[cH:36][c:37]5[c:38]([cH:43][cH:44]4)[O:39][CH2:40][CH2:41][O:42]5)[CH2:33][CH2:32]3)[c:14]2[cH:15]1.